This data is from the Open Reaction Database (ORD), a public repository of structured organic reaction records. The task is: describe an organic reaction: reactants, conditions, products, and yield The reactants are BrCc1ccccc1, Cc1cc(Br)c(C=NNc2cccc(C(=O)O)c2)c(Br)c1, O=C([O-])[O-], [K+], [K+], CN(C)C=O. Yields the product Cc1cc(Br)c(C=NNc2cccc(C(=O)OCc3ccccc3)c2)c(Br)c1. RXN SMILES: [Br:28][CH2:29][c:30]1[cH:31][cH:32][cH:33][cH:34][cH:35]1.[Br:7][c:8]1[c:9]([CH:16]=[N:17][NH:18][c:19]2[cH:20][c:21]([C:22](=[O:23])[OH:24])[cH:25][cH:26][cH:27]2)[c:10]([Br:15])[cH:11][c:12]([CH3:14])[cH:13]1.[C:1](=[O:2])([O-:3])[O-:4].[K+:5].[K+:6].[O:36]=[CH:37][N:38]([CH3:39])[CH3:40]>>[Br:7][c:8]1[c:9]([CH:16]=[N:17][NH:18][c:19]2[cH:20][c:21]([C:22](=[O:23])[O:24][CH2:29][c:30]3[cH:31][cH:32][cH:33][cH:34][cH:35]3)[cH:25][cH:26][cH:27]2)[c:10]([Br:15])[cH:11][c:12]([CH3:14])[cH:13]1. Reactants: CC(C)(C)C1=CC(=C(C=C1)O)S(=O)(=O)C (4-(1,1-dimethylethyl)-2-methylsulfonylphenol), ClCC(=O)NCO (2-chloro-N-hydroxymethylacetamide). Run in S(O)(O)(=O)=O (sulfuric acid). Reaction conditions: time 10 minute. The product is ClCC(=O)NCC1=C(C(=CC(=C1)C(C)(C)C)S(=O)(=O)C)O (2-chloro-N-[5-(1,1-dimethylethyl)-2-hydroxy-3-methylsulfonylbenzyl]acetamide). RXN SMILES: [CH3:1][C:2]([C:5]1[CH:10]=[CH:9][C:8]([OH:11])=[C:7]([S:12]([CH3:15])(=[O:14])=[O:13])[CH:6]=1)([CH3:4])[CH3:3].[Cl:16][CH2:17][C:18]([NH:20][CH2:21]O)=[O:19]>S(=O)(=O)(O)O>[Cl:16][CH2:17][C:18]([NH:20][CH2:21][C:9]1[CH:10]=[C:5]([C:2]([CH3:1])([CH3:3])[CH3:4])[CH:6]=[C:7]([S:12]([CH3:15])(=[O:14])=[O:13])[C:8]=1[OH:11])=[O:19]. Procedure details: 13.5 g (0.06 mol) of 4-(1,1-dimethylethyl)-2-methylsulfonylphenol are dissolved in 100 ml of concentrated sulfuric acid. 6.63 g (0.054 mol) of 2-chloro-N-hydroxymethylacetamide are added and the mixture is stirred at room temperature for 10 minutes. It is then poured onto ice-water and the crude product is filtered off with suction and recrystallized from toluene. The reactants are Cl (HCl), CO (MeOH), C(C)C=1C=CC(=NC1C)C#N (5-Ethyl-6-methyl-2-pyridinecarbonitrile), O (H2O). Conditions: time 30 hour. Product: C(C)C=1C=CC(=NC1C)C(=O)OC (Methyl 5-ethyl-6-methyl-2-pyridinecarboxylate). Yield: 87.0%. Reaction SMILES: Cl.[CH3:2][OH:3].[CH2:4]([C:6]1[CH:7]=[CH:8][C:9]([C:13]#N)=[N:10][C:11]=1[CH3:12])[CH3:5].[OH2:15]>>[CH2:4]([C:6]1[CH:7]=[CH:8][C:9]([C:13]([O:3][CH3:2])=[O:15])=[N:10][C:11]=1[CH3:12])[CH3:5]. Reported procedure: Dry HCl (gas) was bubbled through a MeOH (30 mL) solution of 2-cyanopyridine from Step 1 (1.4 g, 9.6 mmol) at 0° C. until saturation. The flask was sealed with a new rubber septum and the reaction mixture was stirred 30 hours at r.t. After careful depressurisation, H2O (5 mL) was added and the MeOH was evaporated. The aqueous residue was neutralized with saturated aq. NaHCO3 and extracted with EtOAc (3×). The organic extracts were dried over MgSO4, concentrated in vacuo, and the residue was puri... Starting materials: O (water), FC(F)(F)[Si](C)(C)C ((trifluoromethyl)trimethylsilane), [F-].C(CCC)[N+](CCCC)(CCCC)CCCC (tetrabutylammonium fluoride), solution, [F-].C(CCC)[N+](CCCC)(CCCC)CCCC (tetrabutylammonium fluoride), solution, COCOC1=CC=C(C=O)C=C1 (4-Methoxymethoxybenzaldehyde). The solvent is C(C)(=O)OCC (ethyl acetate), O1CCCC1 (tetrahydrofuran), O1CCCC1 (tetrahydrofuran), O1CCCC1 (tetrahydrofuran). Conditions: time 1 hour. Product: COCOC1=CC=C(C=C1)C(C(F)(F)F)O (1-methoxymethoxy-4-(2,2,2-trifluoro-1-hydroxyethyl)benzene). The yield is 95.7%. Reaction SMILES: [CH3:1][O:2][CH2:3][O:4][C:5]1[CH:12]=[CH:11][C:8]([CH:9]=[O:10])=[CH:7][CH:6]=1.[F:13][C:14]([Si](C)(C)C)([F:16])[F:15].[F-].C([N+](CCCC)(CCCC)CCCC)CCC.O>O1CCCC1.C(OCC)(=O)C>[CH3:1][O:2][CH2:3][O:4][C:5]1[CH:12]=[CH:11][C:8]([CH:9]([OH:10])[C:14]([F:16])([F:15])[F:13])=[CH:7][CH:6]=1 |f:2.3|. Procedure: 4-Methoxymethoxybenzaldehyde (658 mg, 3.96 mmol) was dissolved in tetrahydrofuran (4.0 mL). To this, (trifluoromethyl)trimethylsilane (702 μL, 475 mmol) and tetrabutylammonium fluoride (a 1.0 mol/L solution in tetrahydrofuran, 396 μL, 0.396 mmol) were added under a nitrogen atmosphere at 0° C. and the mixture was stirred at room temperature for 1 hour. To the reaction mixture, tetrabutylammonium fluoride (a 1.0 mol/L solution in tetrahydrofuran, 4.00 mL, 4.00 mmol) was added and the mixture was ... Starting materials: CC(C(C)=O)=CCC1C(C2(CC2C1)C)(C)C (3-methyl-5-(1,2,2-trimethylbicyclo-[3.1.0]hex-3-yl)pent-3-en-2-one), CC(C)([O-])C.[K+] (potassium tert-butoxide), [Cl-].[NH4+] (ammonium chloride). The solvent is same solvent, O1CCCC1 (tetrahydrofuran). Conditions: time 30 minute. Yields the product CC(C(C)=O)C=CC1C(C2(CC2C1)C)(C)C (3-methyl-5-(1,2,2-trimethylbicyclo[3.1.0]hex-3-yl)pent-4-en-2-one). The yield is 40.0%. Reaction SMILES: CC(C)([O-])C.[K+].[CH3:7][C:8](=[CH:12][CH2:13][CH:14]1[CH2:19][CH:18]2[C:16]([CH3:20])([CH2:17]2)[C:15]1([CH3:22])[CH3:21])[C:9](=[O:11])[CH3:10].[Cl-].[NH4+]>O1CCCC1>[CH3:7][CH:8]([CH:12]=[CH:13][CH:14]1[CH2:19][CH:18]2[C:16]([CH3:20])([CH2:17]2)[C:15]1([CH3:21])[CH3:22])[C:9](=[O:11])[CH3:10] |f:0.1,3.4|. Procedure details: 66.0 g of potassium tert-butoxide dissolved in 850 ml of tetrahydrofuran was added to the solution of 140 g (0.64 mol; 70% pure) of 3-methyl-5-(1,2,2-trimethylbicyclo-[3.1.0]hex-3-yl)pent-3-en-2-one in 850 ml of the same solvent at 0° C. After 30 minutes of stirring at room temperature the reaction mixture was poured on 1 1 of aqueous ammonium chloride solution. After the usual workup the crude product was purified by flash chromatography on silica gel (eluent: hexane/MTBE 19:1) to give three fr...